describe an organic reaction: reactants, conditions, products, and yield From a dataset of the Open Reaction Database (ORD), a public repository of structured organic reaction records. Starting materials: C[Si](C)(C)[N-][Si](C)(C)C.[Li+] (lithium bis(trimethylsilyl) amide), C(C)(C)(C)OC(N[C@H]1COC2=C(NC1=O)C=CC=C2)=O (((S)-8-oxo-6,7,8,9-tetrahydro-5-oxa-9-aza-benzocyclohepten-7-yl)-carbamic acid-t-butyl ester), ClCC1=C(C=CC2=CC=CC=C12)C (1-(chloromethyl)-2-methylnaphthalene), [Na+].[I-] (NaI). The solvent is C1CCOC1 (THF), C1CCOC1 (THF). Run at time 30 minute. The product is CC1=C(C2=CC=CC=C2C=C1)CN1C2=C(OC[C@@H](C1=O)NC(OC(C)(C)C)=O)C=CC=C2 ((S)-tert-butyl 5-((2-methylnaphthalen-1-yl)methyl)-4-oxo-2,3,4,5-tetrahydrobenzo[b][1,4]oxazepin-3-ylcarbamate). Yield: 76.1%. RXN SMILES: C[Si]([N-][Si](C)(C)C)(C)C.[Li+].[C:11]([O:15][C:16](=[O:30])[NH:17][C@@H:18]1[C:24](=[O:25])[NH:23][C:22]2[CH:26]=[CH:27][CH:28]=[CH:29][C:21]=2[O:20][CH2:19]1)([CH3:14])([CH3:13])[CH3:12].Cl[CH2:32][C:33]1[C:42]2[C:37](=[CH:38][CH:39]=[CH:40][CH:41]=2)[CH:36]=[CH:35][C:34]=1[CH3:43].[Na+].[I-]>C1COCC1>[CH3:43][C:34]1[CH:35]=[CH:36][C:37]2[C:42](=[CH:41][CH:40]=[CH:39][CH:38]=2)[C:33]=1[CH2:32][N:23]1[C:24](=[O:25])[C@@H:18]([NH:17][C:16](=[O:30])[O:15][C:11]([CH3:14])([CH3:12])[CH3:13])[CH2:19][O:20][C:21]2[CH:29]=[CH:28][CH:27]=[CH:26][C:22]1=2 |f:0.1,4.5|. Procedure details: 1 M lithium bis(trimethylsilyl) amide in THF (3.07 mL, 1 eq) was added to a solution of ((S)-8-oxo-6,7,8,9-tetrahydro-5-oxa-9-aza-benzocyclohepten-7-yl)-carbamic acid-t-butyl ester (855 mg, 3.07 mmol, 1.0 eq) in THF (10 mL) at −78° C. After 30 min. 1-(chloromethyl)-2-methylnaphthalene (586 mg, 3.07 mmol, 1 eq) and NaI (461 mg, 3.07 mmol, 1 eq) were added and the mixture warmed to RT over 2 h. The solvent was removed and the residue was suspened in EtOAc and washed with H2O. The aqueous extracts ... The reactants are CN(C)C=C1C(OCC1)=O (3-dimethylaminomethylenedihydrofuran-2-one), C(C1=CC=CC=C1)N (benzylamine). The product is C(C1=CC=CC=C1)NC=C1C(OCC1)=O (3-benzylaminomethylenedihydrofuran-2-one). The yield is 88.6%. Reaction SMILES: [CH3:1][N:2]([CH:4]=[C:5]1[CH2:9][CH2:8][O:7][C:6]1=[O:10])C.C(N)[C:12]1[CH:17]=[CH:16][CH:15]=[CH:14][CH:13]=1>>[CH2:1]([NH:2][CH:4]=[C:5]1[CH2:9][CH2:8][O:7][C:6]1=[O:10])[C:12]1[CH:17]=[CH:16][CH:15]=[CH:14][CH:13]=1. Reported procedure: Alternatively, using the abovementioned method B and using 3-dimethylaminomethylenedihydrofuran-2-one (10 mmol) and benzylamine (10 mmol), 3-benzylaminomethylenedihydrofuran-2-one (1.80 g, efficiency: 89%) is produced in the form of a pale yellow powder. Reactants: OC[C@H](O)[C@@H](O)[C@H](O)[C@H](O)CO (sorbitol), S(O)(O)(=O)=O (sulfuric acid), CS(=O)(=O)O (methanesulfonic acid). Reaction conditions: time 3 hour. Product: OC[C@H](O)[C@@H](O)[C@H](O)[C@H](O)CO (sorbitol), C1[C@H]([C@@H]2[C@H](O1)[C@H](CO2)O)O (isosorbide). RXN SMILES: [OH:1][CH2:2][C@@H:3]([C@H:5]([C@@H:7]([C@@H:9]([CH2:11][OH:12])[OH:10])[OH:8])[OH:6])[OH:4].S(=O)(=O)(O)O.CS(O)(=O)=O>>[OH:12][CH2:11][C@@H:9]([C@H:7]([C@@H:5]([C@@H:3]([CH2:2][OH:1])[OH:4])[OH:6])[OH:8])[OH:10].[CH2:11]1[O:12][C@@H:5]2[C@@H:3]([OH:4])[CH2:2][O:8][C@@H:7]2[C@@H:9]1[OH:10]. Procedure: 1,000 g of a sorbitol powder (D-sorbitol, Samyang Genex Corp., Korea) was introduced into a three-necked glass reactor equipped with a stirrer and dissolved by elevating a temperature of the reactor to 110° C. under vacuum conditions of 3 mmHg. A mixed acid of 5 g of concentrated sulfuric acid (95%, Duksan Chemical Engineering, Co., Ltd., Korea) and 10 g of methanesulfonic acid (70%, Sigma) was added thereto, and then the reaction temperature was elevated to 145° C. The dehydration reaction was ... The reactants are [H][H] (hydrogen), C(C1=CC=CC=C1)N(C1(CN(C1)C(=O)[O-])C(=O)N)C (3-[benzyl(methyl)amino]-3-(aminocarbonyl)azetidine-1-carboxylate). The reagents and catalysts are [Pd] (Palladium on charcoal), Cl (hydrogen chloride). Solvent: C(C)(=O)OCC (ethyl acetate), C(C)O (ethanol), ClCCl (dichloromethane). The product is NC(=O)C1(CN(C1)C(=O)OC(C)(C)C)NC (tert-butyl 3-(aminocarbonyl)-3-(methylamino)azetidine-1-carboxylate). The yield is 186.1%. As a reaction SMILES: C([N:8]([CH3:19])[C:9]1([C:16]([NH2:18])=[O:17])[CH2:12][N:11]([C:13]([O-:15])=[O:14])[CH2:10]1)C1C=CC=CC=1.[H][H]>[Pd].C(OCC)(=O)C.C(O)C.Cl.ClCCl>[NH2:18][C:16]([C:9]1([NH:8][CH3:19])[CH2:10][N:11]([C:13]([O:15][C:9]([CH3:16])([CH3:12])[CH3:10])=[O:14])[CH2:12]1)=[O:17]. Procedure details: 10% wt Palladium on charcoal (160 mg) in ethyl acetate (2 ml) was added to a solution of 3-[benzyl(methyl)amino]-3-(aminocarbonyl)azetidine-1-carboxylate (500 mg, 1.57 mmol) in ethanol (45 ml). After addition of a few drops of saturated hydrogen chloride in dichloromethane, the reaction mixture was stirred at room temperature under 2 bars of hydrogen for 3 hours. Filtration of the catalyst and concentration under reduced pressure afforded tert-butyl 3-(aminocarbonyl)-3-(methylamino)azetidine-1-c... The reactants are CN1CCCC1CCN, CN(C)C=O, N#Cc1c(Cl)ncc2c1-c1ccccc1C(c1ccc(Cl)c(Cl)c1)C2. Yields the product CN1CCCC1CCNc1ncc2c(c1C#N)-c1ccccc1C(c1ccc(Cl)c(Cl)c1)C2. Reaction SMILES: [CH3:26][N:27]1[CH:28]([CH2:32][CH2:33][NH2:34])[CH2:29][CH2:30][CH2:31]1.[CH3:35][N:36]([CH3:37])[CH:38]=[O:39].[Cl:1][c:2]1[n:3][cH:4][c:5]2[c:10]([c:11]1[C:12]#[N:13])-[c:9]1[c:8]([cH:17][cH:16][cH:15][cH:14]1)[CH:7]([c:18]1[cH:19][c:20]([Cl:25])[c:21]([Cl:24])[cH:22][cH:23]1)[CH2:6]2>>[c:2]1([NH:34][CH2:33][CH2:32][CH:28]2[N:27]([CH3:26])[CH2:31][CH2:30][CH2:29]2)[n:3][cH:4][c:5]2[c:10]([c:11]1[C:12]#[N:13])-[c:9]1[c:8]([cH:17][cH:16][cH:15][cH:14]1)[CH:7]([c:18]1[cH:19][c:20]([Cl:25])[c:21]([Cl:24])[cH:22][cH:23]1)[CH2:6]2. The reactants are CCO, Cc1nc[nH]c1C=C1C(=O)Nc2ccc([N+](=O)[O-])c(N=[N+]=[N-])c21, O, O, Cl[Sn]Cl. Product: Cc1nc[nH]c1C=C1C(=O)Nc2ccc([N+](=O)[O-])c(N)c21. Reaction SMILES: [CH3:29][CH2:30][OH:31].[N:1](=[N+:2]=[N-:3])[c:4]1[c:5]2[c:9]([cH:10][cH:11][c:12]1[N+:13](=[O:14])[O-:15])[NH:8][C:7](=[O:16])[C:6]2=[CH:17][c:18]1[c:19]([CH3:23])[n:20][cH:21][nH:22]1.[OH2:24].[OH2:25].[Sn:26]([Cl:27])[Cl:28]>>[NH2:1][c:4]1[c:5]2[c:9]([cH:10][cH:11][c:12]1[N+:13](=[O:14])[O-:15])[NH:8][C:7](=[O:16])[C:6]2=[CH:17][c:18]1[c:19]([CH3:23])[n:20][cH:21][nH:22]1. Reactants: O=C([O-])[O-], CS(C)=O, N#Cc1ccc2c3c1OC1C(=O)CCC4(O)C(C2)N(CC2CC2)CCC314, ClCCl, [K+], [K+], OO. Product: NC(=O)c1ccc2c3c1OC1C(=O)CCC4(O)C(C2)N(CC2CC2)CCC314. As a reaction SMILES: [C:27]([O-:28])(=[O:29])[O-:30].[CH3:35][S:36]([CH3:37])=[O:38].[CH:1]1([CH2:4][N:5]2[CH:6]3[C:7]4([OH:26])[CH2:8][CH2:9][C:10](=[O:25])[CH:11]5[C:12]4([c:13]4[c:14]([c:15]([C:20]#[N:21])[cH:16][cH:17][c:18]4[CH2:19]3)[O:22]5)[CH2:23][CH2:24]2)[CH2:2][CH2:3]1.[Cl:39][CH2:40][Cl:41].[K+:31].[K+:32].[OH:33][OH:34]>>[CH:1]1([CH2:4][N:5]2[CH:6]3[C:7]4([OH:26])[CH2:8][CH2:9][C:10](=[O:25])[CH:11]5[C:12]4([c:13]4[c:14]([c:15]([C:20]([NH2:21])=[O:28])[cH:16][cH:17][c:18]4[CH2:19]3)[O:22]5)[CH2:23][CH2:24]2)[CH2:2][CH2:3]1.